This data is from the Open Reaction Database (ORD), a public repository of structured organic reaction records. The task is: describe an organic reaction: reactants, conditions, products, and yield Starting materials: C(C)(=O)OCC(=O)NC1=C(C(N(C2=NC(=C(C=C12)C1=CC=C(C=C1)Cl)C1=C(C=C(C=C1)Cl)Cl)C)=O)C(C)=O (2-{[3-acetyl-6-(4-chlorophenyl)-7-(2,4-dichlorophenyl)-1-methyl-2-oxo-1,2-dihydro-1,8-naphthyridin-4-yl]amino}-2-oxoethyl acetate), C(=O)([O-])[O-].[Cs+].[Cs+] (Cs2CO3). The solvent is C(Cl)Cl (CH2Cl2), CO (methanol), CCOC(=O)C (EtOAc). Reaction conditions: time 2.5 hour. Yields the product C(C)(=O)C=1C(N(C2=NC(=C(C=C2C1NC(CO)=O)C1=CC=C(C=C1)Cl)C1=C(C=C(C=C1)Cl)Cl)C)=O (N-[3-acetyl-6-(4-chlorophenyl)-7-(2,4-dichlorophenyl)-1-methyl-2-oxo-1,2-dihydro-1,8-naphthyridin-4-yl]-2-hydroxyacetamide). RXN SMILES: C([O:4][CH2:5][C:6]([NH:8][C:9]1[C:18]2[C:13](=[N:14][C:15]([C:26]3[CH:31]=[CH:30][C:29]([Cl:32])=[CH:28][C:27]=3[Cl:33])=[C:16]([C:19]3[CH:24]=[CH:23][C:22]([Cl:25])=[CH:21][CH:20]=3)[CH:17]=2)[N:12]([CH3:34])[C:11](=[O:35])[C:10]=1[C:36](=[O:38])[CH3:37])=[O:7])(=O)C.C([O-])([O-])=O.[Cs+].[Cs+]>C(Cl)Cl.CO.CCOC(C)=O>[C:36]([C:10]1[C:11](=[O:35])[N:12]([CH3:34])[C:13]2[C:18]([C:9]=1[NH:8][C:6](=[O:7])[CH2:5][OH:4])=[CH:17][C:16]([C:19]1[CH:20]=[CH:21][C:22]([Cl:25])=[CH:23][CH:24]=1)=[C:15]([C:26]1[CH:31]=[CH:30][C:29]([Cl:32])=[CH:28][C:27]=1[Cl:33])[N:14]=2)(=[O:38])[CH3:37] |f:1.2.3|. Reported procedure: To the product of EXAMPLE 33 (77 mg) in CH2Cl2 (2 mL) was added Cs2CO3 (43.7 mg) in methanol (1 mL). The reaction stirred at room temperature for 2.5 hours before diluting with EtOAc. The reaction was washed with brine and 10% aqueous NaHSO4 solution. The concentrated residue was purified by flash chromatography on silica gel gradient eluted with 0-65% EtOAc in hexane affording the title compound. HPLC/MS: 530.1 (M+1), 532.1 (M+3); Rt=3.85 min.